From a dataset of the Open Reaction Database (ORD), a public repository of structured organic reaction records. describe an organic reaction: reactants, conditions, products, and yield The reactants are CN(C)C=O, N#CC(C#N)CCC(F)(F)F, FC(F)(F)c1cccc(CBr)c1, [H-], [Na+]. Product: N#CC(C#N)(CCC(F)(F)F)Cc1cccc(C(F)(F)F)c1. Reaction SMILES: [CH3:26][N:27]([CH3:28])[CH:29]=[O:30].[F:15][C:16]([CH2:17][CH2:18][CH:19]([C:20]#[N:21])[C:22]#[N:23])([F:24])[F:25].[F:1][C:2]([c:3]1[cH:4][c:5]([CH2:6][Br:7])[cH:8][cH:9][cH:10]1)([F:11])[F:12].[H-:13].[Na+:14]>>[F:1][C:2]([c:3]1[cH:4][c:5]([CH2:6][C:19]([CH2:18][CH2:17][C:16]([F:15])([F:24])[F:25])([C:20]#[N:21])[C:22]#[N:23])[cH:8][cH:9][cH:10]1)([F:11])[F:12].